Dataset: the Open Reaction Database (ORD), a public repository of structured organic reaction records. Task: describe an organic reaction: reactants, conditions, products, and yield The reactants are C(C)(C)(C)OC(C/C(/C(=O)O)=C\CCC1=CC(=C(C=C1)C1=CC=CC=C1)C)=O ((E)-2-[2-(tert-butoxy)-2-oxoethyl]-5-(2-methyl-1,1′-biphenyl-4-yl)-2-pentenoic acid), 1,1′-bis[(2S,4S)-2,4-diethylphosphetano]ferrocene-(1,5-cyclooctadiene)-rhodium (I) tetrafluoroborate. Run in CO (methanol). Yields the product C(C)(C)(C)OC(C[C@H](C(=O)O)CCCC1=CC(=C(C=C1)C1=CC=CC=C1)C)=O ((R)-2-[2-(tert-butoxy)-2-oxoethyl]-5-(2-methyl-1,1′-biphenyl-4-yl)-pentanoic acid). Yield: 99.3%. Reaction SMILES: [C:1]([O:5][C:6](=[O:28])[CH2:7]/[C:8](=[CH:12]\[CH2:13][CH2:14][C:15]1[CH:20]=[CH:19][C:18]([C:21]2[CH:26]=[CH:25][CH:24]=[CH:23][CH:22]=2)=[C:17]([CH3:27])[CH:16]=1)/[C:9]([OH:11])=[O:10])([CH3:4])([CH3:3])[CH3:2]>CO>[C:1]([O:5][C:6](=[O:28])[CH2:7][C@@H:8]([CH2:12][CH2:13][CH2:14][C:15]1[CH:20]=[CH:19][C:18]([C:21]2[CH:22]=[CH:23][CH:24]=[CH:25][CH:26]=2)=[C:17]([CH3:27])[CH:16]=1)[C:9]([OH:11])=[O:10])([CH3:3])([CH3:4])[CH3:2]. Procedure: A solution of (E)-2-[2-(tert-butoxy)-2-oxoethyl]-5-(2-methyl-1,1′-biphenyl-4-yl)-2-pentenoic acid (3.8 g, 10 mmol) and 1,1′-bis[(2S,4S)-2,4-diethylphosphetano]ferrocene-(1,5-cyclooctadiene)-rhodium (I) tetrafluoroborate (7.8 mg, 10 μmol) in methanol (10 ml) was stirred at 20-25° C. for 24 hours, under hydrogen (60 p.s.i.). The mixture was then concentrated in vacuo to leave the title compound as a yellow oil (3.8 g, 98% conversion, enantiomeric excess=95%, 95% pure by NMR). Reactants: CS(C)=O, CCOC(C)=O, [Cu]I, Ic1ccc(I)cc1, [K+], [K+], O=C([O-])[O-], O, Oc1cccc2cccnc12, OCc1c[nH]cn1. Yields the product OCc1cn(-c2ccc(I)cc2)cn1. As a reaction SMILES: [CH3:33][S:34]([CH3:35])=[O:36].[CH3:39][CH2:40][O:41][C:42]([CH3:43])=[O:44].[Cu:37][I:38].[I:1][c:2]1[cH:3][cH:4][c:5]([I:8])[cH:6][cH:7]1.[K+:27].[K+:28].[O-:29][C:30]([O-:31])=[O:32].[OH2:45].[OH:16][c:17]1[cH:18][cH:19][cH:20][c:21]2[c:22]1[n:23][cH:24][cH:25][cH:26]2.[OH:9][CH2:10][c:11]1[n:12][cH:13][nH:14][cH:15]1>>[c:2]1(-[n:14]2[cH:13][n:12][c:11]([CH2:10][OH:9])[cH:15]2)[cH:3][cH:4][c:5]([I:8])[cH:6][cH:7]1. Reactants: CCOCC (ether), O(C1=CC=CC=C1)C1=CC=C(C=C1)O (4-Phenoxyphenol), BrC1=CC=CC=C1 (Bromobenzene), cupric oxide, [OH-].[K+] (KOH). The solvent is CN(C)C=O (DMF), C1(=CC=CC=C1)C (toluene). Reaction conditions: temperature 153 celsius. Product: O(C1=CC=CC=C1)C1=CC=C(C=C1)OC1=CC=CC=C1 (1,4-diphenoxybenzene). RXN SMILES: CCOCC.[O:6]([C:13]1[CH:18]=[CH:17][C:16]([OH:19])=[CH:15][CH:14]=1)[C:7]1[CH:12]=[CH:11][CH:10]=[CH:9][CH:8]=1.[OH-].[K+].Br[C:23]1[CH:28]=[CH:27][CH:26]=[CH:25][CH:24]=1>CN(C=O)C.C1(C)C=CC=CC=1>[O:6]([C:13]1[CH:14]=[CH:15][C:16]([O:19][C:23]2[CH:28]=[CH:27][CH:26]=[CH:25][CH:24]=2)=[CH:17][CH:18]=1)[C:7]1[CH:12]=[CH:11][CH:10]=[CH:9][CH:8]=1 |f:2.3|. Procedure details: 1,4-diphenoxybenzene is prepared by the Ullmann ether synthesis as follows. 4-Phenoxyphenol (186.2 g, 1.0 mol) is dissolved in 1600 g of DMF with 300 mL toluene under nitrogen. A 50% KOH solution (112.0 g, 1.0 mol) is added followed by azeotropic removal of the water and stripping of the toluene. Bromobenzene (157.0 g, 1.0 mol) and cupric oxide (3.2 g, 0.04 mol) are then added and the reaction solution held at reflux (153° C.) for 24 hr. The DMF is then removed by stripping and the residue worke... Starting materials: [BH4-], COC(=O)C1CN=C(c2cc3cccc(N(C)S(=O)(=O)c4cccs4)c3[nH]2)S1, CO, [Cl-], [Li+], [Na+], C1CCOC1. Product: CN(c1cccc2cc(C3=NCC(CO)S3)[nH]c12)S(=O)(=O)c1cccs1. RXN SMILES: [BH4-:29].[CH3:1][N:2]([c:3]1[cH:4][cH:5][cH:6][c:7]2[cH:8][c:9]([C:12]3=[N:16][CH2:15][CH:14]([C:17](=[O:18])[O:19][CH3:20])[S:13]3)[nH:10][c:11]12)[S:21](=[O:22])(=[O:23])[c:24]1[s:25][cH:26][cH:27][cH:28]1.[CH3:31][OH:32].[Cl-:34].[Li+:30].[Na+:33].[O:35]1[CH2:36][CH2:37][CH2:38][CH2:39]1>>[CH3:1][N:2]([c:3]1[cH:4][cH:5][cH:6][c:7]2[cH:8][c:9]([C:12]3=[N:16][CH2:15][CH:14]([CH2:17][OH:18])[S:13]3)[nH:10][c:11]12)[S:21](=[O:22])(=[O:23])[c:24]1[s:25][cH:26][cH:27][cH:28]1. Yields the product C[C@@H]1CC[C@H](CC1)NC(=O)C=CC=CC1=CC(=C(C=C1)OCC1=CC=CC=C1)OC (N-(trans-4-methylcyclohexyl)-4-(4-benzyloxy-3-methoxyphenyl)-1,3-butadiene-l-carboxamide). Starting materials: CN(C)C1=NC=CC=C1 (dimethylaminopyridine), 4g, [Cl-].C[C@@H]1CC[C@H](CC1)[NH3+] (trans-4-methylcyclohexylammonium chloride), C(C1=CC=CC=C1)OC1=C(C=C(C=C1)C=CC=CC(=O)O)OC (4-(4-benzyloxy-3-methoxyphenyl)-l,3-butadiene-1-carboxylic acid), P(=O)(OCC)(OCC)Cl (diethyl chlorophosphate). Procedure details: Using 4g of 4-(4-benzyloxy-3-methoxyphenyl)-l,3-butadiene-1-carboxylic acid, 3 ml of diethyl chlorophosphate, 3.5 ml of triethylamine, 150 ml of methylene chloride, 2.2 g of trans-4-methylcyclohexylammonium chloride, and 0.5 g of -dimethylaminopyridine, a reaction similar to that conducted in Example 81 was carried out. As a result, 3.62 g of N-(trans-4-methylcyclohexyl)-4-(4-benzyloxy-3-methoxyphenyl)-1,3-butadiene-l-carboxamide (a compound of the present invention) was obtained as a pale yello... Solvent: C(C)N(CC)CC (triethylamine), C(Cl)Cl (methylene chloride). As a reaction SMILES: [CH2:1]([O:8][C:9]1[CH:14]=[CH:13][C:12]([CH:15]=[CH:16][CH:17]=[CH:18][C:19]([OH:21])=O)=[CH:11][C:10]=1[O:22][CH3:23])[C:2]1[CH:7]=[CH:6][CH:5]=[CH:4][CH:3]=1.P(Cl)(OCC)(OCC)=O.[Cl-].[CH3:34][C@H:35]1[CH2:40][CH2:39][C@H:38]([NH3+:41])[CH2:37][CH2:36]1.CN(C1C=CC=CN=1)C>C(Cl)Cl.C(N(CC)CC)C>[CH3:34][C@H:35]1[CH2:40][CH2:39][C@H:38]([NH:41][C:19]([CH:18]=[CH:17][CH:16]=[CH:15][C:12]2[CH:13]=[CH:14][C:9]([O:8][CH2:1][C:2]3[CH:3]=[CH:4][CH:5]=[CH:6][CH:7]=3)=[C:10]([O:22][CH3:23])[CH:11]=2)=[O:21])[CH2:37][CH2:36]1 |f:2.3|.